Dataset: the Open Reaction Database (ORD), a public repository of structured organic reaction records. Task: describe an organic reaction: reactants, conditions, products, and yield Starting materials: COC([C@@H](N)C(C)C)=O (valine methyl ester), ClCCCCC(=O)Cl (5-chloropentanoyl chloride). Yields the product COC([C@@H](NC(CCCCCl)=O)C(C)C)=O (N-(5-chloropentanoyl)valine methyl ester). RXN SMILES: [CH3:1][O:2][C:3](=[O:9])[C@H:4]([CH:6]([CH3:8])[CH3:7])[NH2:5].[Cl:10][CH2:11][CH2:12][CH2:13][CH2:14][C:15](Cl)=[O:16]>>[CH3:1][O:2][C:3](=[O:9])[C@H:4]([CH:6]([CH3:8])[CH3:7])[NH:5][C:15](=[O:16])[CH2:14][CH2:13][CH2:12][CH2:11][Cl:10]. Reported procedure: Using the method of Example 1, Step A, valine methyl ester and 5-chloropentanoyl chloride were coupled to provide N-(5-chloropentanoyl)valine methyl ester. The product is CCCN1CCC(N(C)Cc2cc3nc(Cl)nc(N4CCOCC4)c3s2)CC1. Starting materials: CCCN1CCC(=O)CC1, CCOCC, CO, CNCc1cc2nc(Cl)nc(N3CCOCC3)c2s1. Reaction SMILES: [CH2:20]([CH2:21][CH3:22])[N:23]1[CH2:24][CH2:25][C:26](=[O:29])[CH2:27][CH2:28]1.[CH3:30][CH2:31][O:32][CH2:33][CH3:34].[CH3:35][OH:36].[Cl:1][c:2]1[n:3][c:4]([N:14]2[CH2:15][CH2:16][O:17][CH2:18][CH2:19]2)[c:5]2[c:6]([n:7]1)[cH:8][c:9]([CH2:11][NH:12][CH3:13])[s:10]2>>[Cl:1][c:2]1[n:3][c:4]([N:14]2[CH2:15][CH2:16][O:17][CH2:18][CH2:19]2)[c:5]2[c:6]([n:7]1)[cH:8][c:9]([CH2:11][N:12]([CH3:13])[CH:26]1[CH2:25][CH2:24][N:23]([CH2:20][CH2:21][CH3:22])[CH2:28][CH2:27]1)[s:10]2. Reactants: Hastelloy, FC1=C(C(=C(C(=C1Cl)Cl)Cl)F)[N+](=O)[O-] (2,6-difluoro-3,4,5-trichloronitrobenzene). The reagents and catalysts are [Pd] (palladium on charcoal). Solvent: C(C)(C)O (iso-propyl alcohol). Reaction conditions: time 5 hour. The product is FC1=C(N)C(=C(C(=C1Cl)Cl)Cl)F (2,6-Difluoro-3,4,5-Trichloroaniline). Yield: 92.8%. As a reaction SMILES: [F:1][C:2]1[C:7]([Cl:8])=[C:6]([Cl:9])[C:5]([Cl:10])=[C:4]([F:11])[C:3]=1[N+:12]([O-])=O>[Pd].C(O)(C)C>[F:1][C:2]1[C:7]([Cl:8])=[C:6]([Cl:9])[C:5]([Cl:10])=[C:4]([F:11])[C:3]=1[NH2:12]. Procedure: To a 45 mL Hastelloy "C" pressure reactor was added 4.5 g of 2,6-difluoro-3,4,5-trichloronitrobenzene, 0.91 g of 10 percent palladium on charcoal and 25 mL of iso-propyl alcohol. The reactor was purged with nitrogen, sealed and pressurized to 130 psig with hydrogen. After stirring at ambient temperature for 5 hrs, the reactor was vented. The catalyst was removed by filtration and the solvent was evaporated under reduced pressure to give 3.7 g of solid product having a mp 137°-140° C. The IR, Mas... Product: ClC1=C2CNC(C2=C(C=C1)C=1N(C2=CC=C(C=C2C1)CN1CCCCC1)C(=O)OC(C)(C)C)=O (4-chloro-7-[1-(tert-butoxycarbonyl)-5-(piperidinomethyl)indol-2-yl]isoindolinone). Isolated yield 73.8%. RXN SMILES: [Cl:1][C:2]1[CH:10]=[CH:9][C:8]([C:11]2[N:12]([C:22]([O:24][C:25]([CH3:28])([CH3:27])[CH3:26])=[O:23])[C:13]3[C:18]([CH:19]=2)=[CH:17][C:16]([CH:20]=O)=[CH:15][CH:14]=3)=[C:7]2[C:3]=1[CH2:4][NH:5][C:6]2=[O:29].[NH:30]1[CH2:35][CH2:34][CH2:33][CH2:32][CH2:31]1.C(O)(=O)C.C(O[BH-](OC(=O)C)OC(=O)C)(=O)C.[Na+]>C(#N)C>[Cl:1][C:2]1[CH:10]=[CH:9][C:8]([C:11]2[N:12]([C:22]([O:24][C:25]([CH3:28])([CH3:26])[CH3:27])=[O:23])[C:13]3[C:18]([CH:19]=2)=[CH:17][C:16]([CH2:20][N:30]2[CH2:35][CH2:34][CH2:33][CH2:32][CH2:31]2)=[CH:15][CH:14]=3)=[C:7]2[C:3]=1[CH2:4][NH:5][C:6]2=[O:29] |f:3.4|. Starting materials: N1CCCCC1 (piperidine), C(C)(=O)O (acetic acid), C(C)(=O)O[BH-](OC(C)=O)OC(C)=O.[Na+] (sodium triacetoxyborohydride), ClC1=C2CNC(C2=C(C=C1)C=1N(C2=CC=C(C=C2C1)C=O)C(=O)OC(C)(C)C)=O (4-chloro-7-[1-(tert-butoxycarbonyl)-5-formylindol-2-yl]isoindolinone). The solvent is C(C)#N (acetonitrile). Reported procedure: In a similar manner to Step 2 of Example 6, 4-chloro-7-[1-(tert-butoxycarbonyl)-5-formylindol-2-yl]isoindolinone (36.2 mg, 0.0881 mmol) was dissolved in acetonitrile (2 mL), and the solution was treated with piperidine (0.035 mL, 0.35 mmol), acetic acid (0.101 mL, 1.76 mmol) and sodium triacetoxyborohydride (93 mg, 0.44 mmol), followed by purification by preparative thin-layer chromatography (hexane/ethyl acetate=1/2) to obtain 4-chloro-7-[1-(tert-butoxycarbonyl)-5-(piperidinomethyl)indol-2-yl]i... The reactants are COC(C=C(C)C=1C=C2C(=CN(C2=CC1)S(=O)(=O)C1=CC=CC=C1)C1=C(C(=CC(=C1)C(C)(C)C)C(C)(C)C)OCCC)=O (3-[1-Benzenesulfonyl-3-(3,5-di-tert-butyl-2-propoxy-phenyl)-1H-indol-5-yl]-but-2-enoic acid methyl ester), [OH-].[Na+] (NaOH). Solvent: Cl (HCl), CO (methanol), O1CCOCC1 (dioxane). Product: C(C)(C)(C)C=1C(=C(C=C(C1)C(C)(C)C)C1=CNC2=CC=C(C=C12)C(=CC(=O)O)C)OCCC (3-[3-(3,5-Di-tert-butyl-2-propoxy-phenyl)-1H-indol-5-yl]-but-2-enoic acid). The yield is 127.7%. Reaction SMILES: C[O:2][C:3](=[O:43])[CH:4]=[C:5]([C:7]1[CH:8]=[C:9]2[C:13](=[CH:14][CH:15]=1)[N:12](S(C1C=CC=CC=1)(=O)=O)[CH:11]=[C:10]2[C:25]1[CH:30]=[C:29]([C:31]([CH3:34])([CH3:33])[CH3:32])[CH:28]=[C:27]([C:35]([CH3:38])([CH3:37])[CH3:36])[C:26]=1[O:39][CH2:40][CH2:41][CH3:42])[CH3:6].[OH-].[Na+]>CO.O1CCOCC1.Cl>[C:35]([C:27]1[C:26]([O:39][CH2:40][CH2:41][CH3:42])=[C:25]([C:10]2[C:9]3[C:13](=[CH:14][CH:15]=[C:7]([C:5]([CH3:6])=[CH:4][C:3]([OH:43])=[O:2])[CH:8]=3)[NH:12][CH:11]=2)[CH:30]=[C:29]([C:31]([CH3:34])([CH3:33])[CH3:32])[CH:28]=1)([CH3:36])([CH3:37])[CH3:38] |f:1.2|. Procedure: 3-[1-Benzenesulfonyl-3-(3,5-di-tert-butyl-2-propoxy-phenyl)-1H-indol-5-yl]-but-2-enoic acid methyl ester (171 mg, 0.28 mmol) was dissolved in methanol (1.5 mL)/dioxane (3 mL) and treated with 1N NaOH (2 mL) at 60° C. for 4 h. The reaction was diluted with 1N HCl (10 mL) and extracted with ethyl acetate (3×15 mL). The combined organic portions were washed with water (10 mL), brine (10 mL), dried (MgSO4), filtered and concentrated in vacuo to provide 160 mg of a brown solid. The material was purif... The reactants are N(=C=O)CS(=O)(=O)C (Isocyanato(methylsulfonyl)methane), [N+](=[N-])=C1N=CN=C1C=CC1=CC=C(C#N)C=C1 (4-(2-(4-diazo-4H-imidazol-5-yl)vinyl)benzonitrile). The solvent is CS(=O)C (DMSO). Reaction conditions: time 8 hour. The product is CS(=O)(=O)CN1N=NC=2N(C1=O)C=NC2/C=C/C2=CC=C(C#N)C=C2 ((E)-4-(2-(3-(Methylsulfonylmethyl)-4-oxo-3,4-dihydroimidazo[5,1-d][1,2,3,5]tetrazin-8-yl)vinyl)benzonitrile). Isolated yield 3.2%. As a reaction SMILES: [N:1]([CH2:4][S:5]([CH3:8])(=[O:7])=[O:6])=[C:2]=[O:3].[N+:9](=[C:11]1[C:15]([CH:16]=[CH:17][C:18]2[CH:25]=[CH:24][C:21]([C:22]#[N:23])=[CH:20][CH:19]=2)=[N:14][CH:13]=[N:12]1)=[N-:10]>CS(C)=O>[CH3:8][S:5]([CH2:4][N:1]1[C:2](=[O:3])[N:12]2[CH:13]=[N:14][C:15](/[CH:16]=[CH:17]/[C:18]3[CH:25]=[CH:24][C:21]([C:22]#[N:23])=[CH:20][CH:19]=3)=[C:11]2[N:9]=[N:10]1)(=[O:7])=[O:6]. Procedure details: Isocyanato(methylsulfonyl)methane (440 mg, 3.25 mmol) was added dropwise in the dark under nitrogen to a stirred suspension of E)-4-(2-(4-diazo-4H-imidazol-5-yl)vinyl)benzonitrile (600 mg, 2.71 mmol) in DMSO (6 mL) and the mixture was stirred overnight. The resulting solution was poured into ice and the precipitate was filtered and washed successively with water, ethyl acetate and diethyl ether. The crude product was dried under vacuum and was absorbed on silica and purified by flash chromatogra... The reactants are C1(CCCC1)C(C(=O)OC)(O)C1=CC=CC=C1 (Methyl Cyclopentylmandelate), CN1CC(CC1)O (N-methyl-3-pyrrolidinol), CCOC(=O)C (EtOAc), CCO (EtOH). The solvent is CCCCCCC (n-heptane), CCCCCCC (heptane). Yields the product crude product, C1(CCCC1)C(C(=O)OC1CN(CC1)C)(O)C1=CC=CC=C1 (N-Methyl-3-pyrrolidinyl cyclopentylmandelate). The yield is 72.0%. As a reaction SMILES: [CH:1]1([C:6]([C:12]2[CH:17]=[CH:16][CH:15]=[CH:14][CH:13]=2)([OH:11])[C:7]([O:9][CH3:10])=[O:8])[CH2:5][CH2:4][CH2:3][CH2:2]1.[CH3:18][N:19]1[CH2:23]C[CH:21](O)[CH2:20]1.CCOC(C)=O.CCO>CCCCCCC>[CH:1]1([C:6]([C:12]2[CH:17]=[CH:16][CH:15]=[CH:14][CH:13]=2)([OH:11])[C:7]([O:9][CH:10]2[CH2:21][CH2:20][N:19]([CH3:23])[CH2:18]2)=[O:8])[CH2:5][CH2:4][CH2:3][CH2:2]1. Procedure: A solution of 2 (2.20 g, 9.4 mmol) and N-methyl-3-pyrrolidinol (3, 1.30 g, 13 mmol) in 40 ml of n-heptane was heated until 20 ml of heptane had been distilled. About 0.003 g of sodium was added, and the solution was stirred and heated for 2 h as the distillation was continued. More heptane was added at such a rate as to keep the reaction volume constant. Additional sodium was added at the end of an hour. The solution was then cooled and extracted with 3N HCl. The acid extract was made alkaline w... Reactants: BrC1=CN=C(C=2N1C=C(N2)COC2=NC1=CC=CC=C1C=C2)N2CCOCC2 (4-(5-Bromo-2-((quinolin-2-yloxy)methyl)imidazo[1,2-a]pyrazin-8-yl)morpholine), CC1(OB(OC1(C)C)C=1C=CC(=NC1)C(=O)OC)C (methyl 5-(4,4,5,5-tetramethyl-1,3,2-dioxaborolan-2-yl)picolinate). The product is N1(CCOCC1)C=1C=2N(C(=CN1)C=1C=CC(=NC1)C(=O)OC)C=C(N2)COC2=NC1=CC=CC=C1C=C2 (Methyl 5-[8-(morpholin-4-yl)-2-[(quinolin-2-yloxy)methyl]imidazo[1,2-a]pyrazin-5-yl]pyridine-2-carboxylate). The yield is 35.0%. Reaction SMILES: Br[C:2]1[N:7]2[CH:8]=[C:9]([CH2:11][O:12][C:13]3[CH:22]=[CH:21][C:20]4[C:15](=[CH:16][CH:17]=[CH:18][CH:19]=4)[N:14]=3)[N:10]=[C:6]2[C:5]([N:23]2[CH2:28][CH2:27][O:26][CH2:25][CH2:24]2)=[N:4][CH:3]=1.CC1(C)C(C)(C)OB([C:37]2[CH:38]=[CH:39][C:40]([C:43]([O:45][CH3:46])=[O:44])=[N:41][CH:42]=2)O1>>[N:23]1([C:5]2[C:6]3[N:7]([CH:8]=[C:9]([CH2:11][O:12][C:13]4[CH:22]=[CH:21][C:20]5[C:15](=[CH:16][CH:17]=[CH:18][CH:19]=5)[N:14]=4)[N:10]=3)[C:2]([C:37]3[CH:38]=[CH:39][C:40]([C:43]([O:45][CH3:46])=[O:44])=[N:41][CH:42]=3)=[CH:3][N:4]=2)[CH2:28][CH2:27][O:26][CH2:25][CH2:24]1. Procedure: Compound 15a (1.50 g, 3.24 mmol) was subjected to Suzuki coupling conditions with methyl 5-(4,4,5,5-tetramethyl-1,3,2-dioxaborolan-2-yl)picolinate using the reaction conditions described in Example 1, Step G to obtain compound 15b as a yellow solid (600 mg, 35% yield). Mass Spectrum (LCMS, ESI pos.): Calcd. for C27H24N6O4: 497.2 (M+H). Found 497.2. Reactants: FC1=CC=C(C=C1)[C@]1(CCN(C(O1)=O)[C@@H](C)C1=CC=C(C=C1)B1OC(C(O1)(C)C)(C)C)CC(C)(C)O ((S)-6-(4-fluorophenyl)-6-(2-hydroxy-2-methylpropyl)-3-((S)-1-(4-(4,4,5,5-tetramethyl-1,3,2-dioxaborolan-2-yl)phenyl)ethyl)-1,3-oxazinan-2-one), ClC=1C=CC(N(N1)C)=O (6-chloro-2-methylpyridazin-3(2H)-one). Product: FC1=CC=C(C=C1)[C@]1(CCN(C(O1)=O)[C@@H](C)C1=CC=C(C=C1)C1=NN(C(C=C1)=O)C)CC(C)(C)O ((S)-6-(4-fluorophenyl)-6-(2-hydroxy-2-methylpropyl)-3-((S)-1-(4-(1-methyl-6-oxo-1,6-dihydropyridazin-3-yl)phenyl)ethyl)-1,3-oxazinan-2-one). Reaction SMILES: [F:1][C:2]1[CH:7]=[CH:6][C:5]([C@:8]2([CH2:32][C:33]([OH:36])([CH3:35])[CH3:34])[O:13][C:12](=[O:14])[N:11]([C@H:15]([C:17]3[CH:22]=[CH:21][C:20](B4OC(C)(C)C(C)(C)O4)=[CH:19][CH:18]=3)[CH3:16])[CH2:10][CH2:9]2)=[CH:4][CH:3]=1.Cl[C:38]1[CH:39]=[CH:40][C:41](=[O:45])[N:42]([CH3:44])[N:43]=1>>[F:1][C:2]1[CH:3]=[CH:4][C:5]([C@:8]2([CH2:32][C:33]([OH:36])([CH3:34])[CH3:35])[O:13][C:12](=[O:14])[N:11]([C@H:15]([C:17]3[CH:18]=[CH:19][C:20]([C:38]4[CH:39]=[CH:40][C:41](=[O:45])[N:42]([CH3:44])[N:43]=4)=[CH:21][CH:22]=3)[CH3:16])[CH2:10][CH2:9]2)=[CH:6][CH:7]=1. Procedure details: The title compound was prepared from (S)-6-(4-fluorophenyl)-6-(2-hydroxy-2-methylpropyl)-3-((S)-1-(4-(4,4,5,5-tetramethyl-1,3,2-dioxaborolan-2-yl)phenyl)ethyl)-1,3-oxazinan-2-one and 6-chloro-2-methylpyridazin-3(2H)-one following a procedure analogous to that described in Example 459 Step 4. LC-MS Method 2 tR=1.179 min, m/z=422.1; 1H NMR (CDCl3) 1.08 (d, 6H), 1.49 (d, 3H), 2.10 (s, 3H), 2.18 (m, 1H), 2.32-2.41 (m, 1H), 2.83 (m, 1H), 3.79 (s, 3H), 5.63 (m, 1H), 6.90-7.03 (m, 5H), 7.23 (m, 2H), 7.... Reactants: Cn1nnc(N(Cc2cc(C(F)(F)F)cc(C(F)(F)F)c2)C2CCCN(C(=O)OC(C)(C)C)c3cc4c(cc32)CCCC4)n1, ClCCl, O=C(O)C(F)(F)F. Product: Cn1nnc(N(Cc2cc(C(F)(F)F)cc(C(F)(F)F)c2)C2CCCNc3cc4c(cc32)CCCC4)n1. As a reaction SMILES: [C:1]([O:2][C:3](=[O:4])[N:8]1[c:9]2[c:10]([cH:37][c:38]3[c:43]([cH:44]2)[CH2:42][CH2:41][CH2:40][CH2:39]3)[CH:11]([N:15]([c:16]2[n:17][n:18][n:19]([CH3:21])[n:20]2)[CH2:22][c:23]2[cH:24][c:25]([C:33]([F:34])([F:35])[F:36])[cH:26][c:27]([C:29]([F:30])([F:31])[F:32])[cH:28]2)[CH2:12][CH2:13][CH2:14]1)([CH3:5])([CH3:6])[CH3:7].[Cl:52][CH2:53][Cl:54].[OH:45][C:46]([C:47]([F:48])([F:49])[F:50])=[O:51]>>[NH:8]1[c:9]2[c:10]([cH:37][c:38]3[c:43]([cH:44]2)[CH2:42][CH2:41][CH2:40][CH2:39]3)[CH:11]([N:15]([c:16]2[n:17][n:18][n:19]([CH3:21])[n:20]2)[CH2:22][c:23]2[cH:24][c:25]([C:33]([F:34])([F:35])[F:36])[cH:26][c:27]([C:29]([F:30])([F:31])[F:32])[cH:28]2)[CH2:12][CH2:13][CH2:14]1.